Dataset: the Open Reaction Database (ORD), a public repository of structured organic reaction records. Task: describe an organic reaction: reactants, conditions, products, and yield Starting materials: C(C)(=O)Cl (acetyl chloride), ice water, [Cl-].[Al+3].[Cl-].[Cl-] (aluminum chloride), N1=C2C(=CC=C1)CC1=C(O2)C=CC=C1 (5H-[1]benzopyrano[2,3-b]pyridine), Cl (hydrogen chloride). Solvent: ice water. Conditions: time 2 hour. Product: C(C)(=O)C=1C=CC2=C(CC=3C(=NC=CC3)O2)C1 (7-acetyl-5H-[1]benzopyrano[2,3-b]pyridine). Yield: 75.2%. As a reaction SMILES: [C:1](Cl)(=[O:3])[CH3:2].[Cl-].[Al+3].[Cl-].[Cl-].[N:9]1[CH:14]=[CH:13][CH:12]=[C:11]2[CH2:15][C:16]3[CH:22]=[CH:21][CH:20]=[CH:19][C:17]=3[O:18][C:10]=12.Cl>>[C:1]([C:21]1[CH:20]=[CH:19][C:17]2[O:18][C:10]3=[N:9][CH:14]=[CH:13][CH:12]=[C:11]3[CH2:15][C:16]=2[CH:22]=1)(=[O:3])[CH3:2] |f:1.2.3.4|. Procedure details: 30.5 g of acetyl chloride is placed in a four-necked flask fitted with a stirrer. A mixture of 49 g of crushed aluminum chloride and 20 g of crushed 5H-[1]benzopyrano[2,3-b]pyridine is added in small portions over a period of 30 minutes, keeping the temperature at 10°-20°C by cooling with ice water. After the addition the temperature is raised to 50°-60°C over 1 hour. Violent release of hydrogen chloride takes place. The contents gradually become viscous, and stirring becomes difficult. The cont... Reactants: ClC1=NC=CC2=C1CN(C2=O)CC2=CC(=C(C(=O)OC(C)(C)C)C=C2)C (tert-butyl 4-((4-chloro-1-oxo-1H-pyrrolo[3,4-c]pyridin-2(3H)-yl)methyl)-2-methylbenzoate), C(=O)OC1=CC=CC=C1 (phenyl formate). Yields the product C(C)(C)(C)OC(=O)C1=C(C=C(CN2CC=3C(=NC=CC3C2=O)C(=O)OC2=CC=CC=C2)C=C1)C (phenyl 2-(4-(tert-butoxycarbonyl)-3-methylbenzyl)-1-oxo-2,3-dihydro-1H-pyrrolo[3,4-c]pyridine-4-carboxylate). The yield is 90.0%. Reaction SMILES: Cl[C:2]1[C:7]2[CH2:8][N:9]([CH2:12][C:13]3[CH:25]=[CH:24][C:16]([C:17]([O:19][C:20]([CH3:23])([CH3:22])[CH3:21])=[O:18])=[C:15]([CH3:26])[CH:14]=3)[C:10](=[O:11])[C:6]=2[CH:5]=[CH:4][N:3]=1.[CH:27]([O:29][C:30]1[CH:35]=[CH:34][CH:33]=[CH:32][CH:31]=1)=[O:28]>>[C:20]([O:19][C:17]([C:16]1[CH:24]=[CH:25][C:13]([CH2:12][N:9]2[C:10](=[O:11])[C:6]3[CH:5]=[CH:4][N:3]=[C:2]([C:27]([O:29][C:30]4[CH:35]=[CH:34][CH:33]=[CH:32][CH:31]=4)=[O:28])[C:7]=3[CH2:8]2)=[CH:14][C:15]=1[CH3:26])=[O:18])([CH3:23])([CH3:22])[CH3:21]. Reported procedure: The title compound is prepared in 90% yield (280 mg, brown oil) from tert-butyl 4-((4-chloro-1-oxo-1H-pyrrolo[3,4-c]pyridin-2(3H)-yl)methyl)-2-methylbenzoate (250 mg, 0.67 mmol, Step-1) and phenyl formate (160 mg, 1.3 mmol) in a similar manner to Intermediate-91. Starting materials: CC(=O)CC(=O)OCCBr, C1CCNCC1, CC(=O)O, CC(C)O, O=Cc1cccc([N+](=O)[O-])c1. The product is CC(=O)C(=Cc1cccc([N+](=O)[O-])c1)C(=O)OCCBr. As a reaction SMILES: [C:1]([CH2:2][C:3](=[O:4])[CH3:5])(=[O:6])[O:7][CH2:8][CH2:9][Br:10].[CH2:26]1[CH2:27][CH2:28][NH:29][CH2:30][CH2:31]1.[CH3:22][C:23](=[O:24])[OH:25].[CH:32]([OH:33])([CH3:34])[CH3:35].[N+:11](=[O:12])([O-:13])[c:14]1[cH:15][c:16]([CH:17]=[O:18])[cH:19][cH:20][cH:21]1>>[C:1]([C:2]([C:3](=[O:4])[CH3:5])=[CH:17][c:16]1[cH:15][c:14]([N+:11](=[O:12])[O-:13])[cH:21][cH:20][cH:19]1)(=[O:6])[O:7][CH2:8][CH2:9][Br:10]. Yield: 32.5%. Reaction SMILES: [CH2:1]([C:4]1[C:5]([OH:15])=[C:6]([C:12](=[O:14])[CH3:13])[CH:7]=[CH:8][C:9]=1[O:10][CH3:11])[CH:2]=[CH2:3].[CH3:16][O:17][CH2:18][C:19](=O)[CH3:20].N1CCCC1.C(O)(=O)C>C1(C)C=CC=CC=1>[CH2:1]([C:4]1[C:9]([O:10][CH3:11])=[CH:8][CH:7]=[C:6]2[C:5]=1[O:15][C:19]([CH2:18][O:17][CH3:16])([CH3:20])[CH2:13][C:12]2=[O:14])[CH:2]=[CH2:3]. The solvent is C1(=CC=CC=C1)C (toluene). Procedure details: 445 mg of 3′-allyl-2′-hydroxy-4′-methoxyacetophenone and 0.57 g of methoxyacetone were dissolved in 10 ml of toluene. Thereafter, 0.19 g of pyrrolidine and 0.19 ml of acetic acid were added to the reaction solution. Thereafter, the reaction solution was heated to reflux using Dean-Stark for 1 hour. Thereafter, the reaction solution was cooled to a room temperature. 1.14 g of methoxyacetone, 0.38 g of pyrrolidine, and 0.38 ml of acetic acid were added to the reaction solution, and the obtained mi... Yields the product C(C=C)C=1C(=CC=C2C(CC(OC12)(C)COC)=O)OC (8-Allyl-7-methoxy-2-methoxymethyl-2-methyl-4-oxochromane). The reactants are COCC(C)=O (methoxyacetone), N1CCCC1 (pyrrolidine), C(C)(=O)O (acetic acid), C(C=C)C=1C(=C(C=CC1OC)C(C)=O)O (3′-allyl-2′-hydroxy-4′-methoxyacetophenone), COCC(C)=O (methoxyacetone), N1CCCC1 (pyrrolidine), C(C)(=O)O (acetic acid). Reaction SMILES: [F:1][C:2]1[CH:3]=[C:4]([N:29]2[CH2:33][CH:32]([CH2:34][NH:35][C:36](=[O:38])[CH3:37])[O:31][C:30]2=[O:39])[CH:5]=[CH:6][C:7]=1[O:8][C:9]1[CH:14]=[CH:13][C:12]([CH2:15][O:16][CH:17]2[CH2:22][O:21][C:20]3=[N:23][C:24]([N+:26]([O-:28])=[O:27])=[CH:25][N:19]3[CH2:18]2)=[CH:11][CH:10]=1.ClCC1C=CC(OC2C=CC(N3CC(CNC(=O)C)OC3=O)=CC=2F)=CC=1>>[F:1][C:2]1[CH:3]=[C:4]([N:29]2[CH2:33][C@H:32]([CH2:34][NH:35][C:36](=[O:38])[CH3:37])[O:31][C:30]2=[O:39])[CH:5]=[CH:6][C:7]=1[O:8][C:9]1[CH:10]=[CH:11][C:12]([CH2:15][O:16][C@@H:17]2[CH2:22][O:21][C:20]3=[N:23][C:24]([N+:26]([O-:28])=[O:27])=[CH:25][N:19]3[CH2:18]2)=[CH:13][CH:14]=1. The reactants are FC=1C=C(C=CC1OC1=CC=C(C=C1)COC1CN2C(OC1)=NC(=C2)[N+](=O)[O-])N2C(OC(C2)CNC(C)=O)=O (N-(3-{3-Fluoro-4-[4-(2-nitro-6,7-dihydro-5H-imidazo[2,1-b][1,3]oxazin-6-yloxymethyl)-phenoxy]-phenyl}-2-oxo-oxazolidin-5-ylmethyl)-acetamide), ClCC1=CC=C(OC2=C(C=C(C=C2)N2C(OC(C2)CNC(C)=O)=O)F)C=C1 (N-{3-[4-(4-chloromethyl-phenoxy)-3-fluoro-phenyl]-2-oxo-oxazolidin-5-ylmethyl}-acetamide). Reported procedure: N-(3-{3-Fluoro-4-[4-(2-nitro-6,7-dihydro-5H-imidazo[2,1-b][1,3]oxazin-6-yloxymethyl)-phenoxy]-phenyl}-2-oxo-oxazolidin-5-ylmethyl)-acetamide. The title compound was prepared by following the same procedure as described in the preparation of Example 4, except N-{3-[4-(4-chloromethyl-phenoxy)-3-fluoro-phenyl]-2-oxo-oxazolidin-5-ylmethyl}-acetamide was used in place of methanesulfonic acid 6-{4-[5-(acetylamino-methyl)-2-oxo-oxazolidin-3-yl]-2-fluoro-phenoxy}-pyridin-3-ylmethyl ester. ESI MS m/z 542... Yields the product FC=1C=C(C=CC1OC1=CC=C(C=C1)CO[C@H]1CN2C(OC1)=NC(=C2)[N+](=O)[O-])N2C(O[C@H](C2)CNC(C)=O)=O ((S,S)—N-(3-{3-Fluoro-4-[4-(2-nitro-6,7-dihydro-5H-imidazo[2,1-b][1,3]oxazin-6-yloxymethyl)-phenoxy]-phenyl}-2-oxo-oxazolidin-5-ylmethyl)-acetamide). The reactants are BrCC1=CC=C(C=C1)CC(=O)OCC (ethyl 4-bromomethylphenylacetate), C1N2CN3CN1CN(C2)C3 (hexamethylenetetramine), C([O-])([O-])=O.[Na+].[Na+] (sodium carbonate). Run in C(C)(=O)O (acetic acid). Run at temperature 100 celsius. Yields the product C(=O)C1=CC=C(C=C1)CC(=O)OCC (Ethyl 2-(4-formylphenyl)acetate). RXN SMILES: Br[CH2:2][C:3]1[CH:8]=[CH:7][C:6]([CH2:9][C:10]([O:12][CH2:13][CH3:14])=[O:11])=[CH:5][CH:4]=1.C1N2CN3CN(C2)CN1C3.C(=O)([O-])[O-:26].[Na+].[Na+]>C(O)(=O)C>[CH:2]([C:3]1[CH:8]=[CH:7][C:6]([CH2:9][C:10]([O:12][CH2:13][CH3:14])=[O:11])=[CH:5][CH:4]=1)=[O:26] |f:2.3.4|. Procedure: 25.7 g of ethyl 4-bromomethylphenylacetate and 28 g of hexamethylenetetramine are dissolved in 200 ml of 20% acetic acid, heated to 100° C. with stirring and stirred for four hours. The reaction solution is allowed to cool and sufficient sodium carbonate is added until a saturated solution is obtained. This solution is extracted with ether, dried and the ether is then removed. The residue is purified by chromatography (silica gel/methyl t-butyl ether/ether 1:1). Starting materials: CCOC(=O)CCNC(=O)NC(=O)C(CC1CCCC1)c1ccc(Cl)c(Cl)c1, CCO, [K+], [OH-], O. Yields the product O=C(O)CCNC(=O)NC(=O)C(CC1CCCC1)c1ccc(Cl)c(Cl)c1. As a reaction SMILES: [CH2:1]([CH3:2])[O:3][C:4]([CH2:5][CH2:6][NH:7][C:8](=[O:9])[NH:10][C:11]([CH:12]([CH2:13][CH:14]1[CH2:15][CH2:16][CH2:17][CH2:18]1)[c:19]1[cH:20][c:21]([Cl:26])[c:22]([Cl:25])[cH:23][cH:24]1)=[O:27])=[O:28].[CH3:31][CH2:32][OH:33].[K+:30].[OH-:29].[OH2:34]>>[O:3]=[C:4]([CH2:5][CH2:6][NH:7][C:8](=[O:9])[NH:10][C:11]([CH:12]([CH2:13][CH:14]1[CH2:15][CH2:16][CH2:17][CH2:18]1)[c:19]1[cH:20][c:21]([Cl:26])[c:22]([Cl:25])[cH:23][cH:24]1)=[O:27])[OH:28]. The reactants are C(=NC1CCCCC1)=NC1CCCCC1, CCCCC(NS(=O)(=O)c1ccc(Cl)cc1)C(O)=S, ClCCl, CCOC(=O)Cc1ccc(N)cc1. Yields the product CCCCC(NS(=O)(=O)c1ccc(Cl)cc1)C(=S)Nc1ccc(CC(=O)OCC)cc1. As a reaction SMILES: [CH:33]1([N:34]=[C:35]=[N:36][CH:37]2[CH2:38][CH2:39][CH2:40][CH2:41][CH2:42]2)[CH2:43][CH2:44][CH2:45][CH2:46][CH2:47]1.[Cl:1][c:2]1[cH:3][cH:4][c:5]([S:8](=[O:9])(=[O:10])[NH:11][CH:12]([C:13](=[S:14])[OH:15])[CH2:16][CH2:17][CH2:18][CH3:19])[cH:6][cH:7]1.[Cl:48][CH2:49][Cl:50].[NH2:20][c:21]1[cH:22][cH:23][c:24]([CH2:27][C:28](=[O:29])[O:30][CH2:31][CH3:32])[cH:25][cH:26]1>>[Cl:1][c:2]1[cH:3][cH:4][c:5]([S:8](=[O:9])(=[O:10])[NH:11][CH:12]([C:13](=[S:14])[NH:20][c:21]2[cH:22][cH:23][c:24]([CH2:27][C:28](=[O:29])[O:30][CH2:31][CH3:32])[cH:25][cH:26]2)[CH2:16][CH2:17][CH2:18][CH3:19])[cH:6][cH:7]1. Reactants: CCO, O=CC1=Cc2cc(Cc3cccnc3)ccc2OC1, Cl, NO, c1ccncc1. Yields the product ON=CC1=Cc2cc(Cc3cccnc3)ccc2OC1. As a reaction SMILES: [CH3:23][CH2:24][OH:25].[CH:4](=[O:5])[C:6]1=[CH:11][c:10]2[c:9]([cH:15][cH:14][c:13]([CH2:16][c:17]3[cH:18][n:19][cH:20][cH:21][cH:22]3)[cH:12]2)[O:8][CH2:7]1.[ClH:1].[NH2:2][OH:3].[cH:26]1[cH:27][cH:28][n:29][cH:30][cH:31]1>>[N:2]([OH:3])=[CH:4][C:6]1=[CH:11][c:10]2[c:9]([cH:15][cH:14][c:13]([CH2:16][c:17]3[cH:18][n:19][cH:20][cH:21][cH:22]3)[cH:12]2)[O:8][CH2:7]1.